Dataset: the Open Reaction Database (ORD), a public repository of structured organic reaction records. Task: describe an organic reaction: reactants, conditions, products, and yield Reactants: 3, CC=1OC(=CC1S)C (2,5-dimethyl-3-furan thiol), Cl.N1=C(C=CC=C1)CCl (picolyl chloride hydrochloride), C[O-].[Na+] (sodium methoxide). Run in CO (methanol), CO (methanol), CO (methanol). Reaction conditions: temperature 25 celsius, time 30 minute. Yields the product N1=C(C=CC=C1)CSC1=C(OC(=C1)C)C ((2-PYRIDYLMETHYL)(2,5-DIMETHYL-3-FURYL)SULFIDE). Reaction SMILES: C[O-].[Na+].[CH3:4][C:5]1[O:6][C:7]([CH3:11])=[CH:8][C:9]=1[SH:10].Cl.[N:13]1[CH:18]=[CH:17][CH:16]=[CH:15][C:14]=1[CH2:19]Cl>CO>[N:13]1[CH:18]=[CH:17][CH:16]=[CH:15][C:14]=1[CH2:19][S:10][C:9]1[CH:8]=[C:7]([CH3:11])[O:6][C:5]=1[CH3:4] |f:0.1,3.4|. Procedure: Into a 25 ml 3 neck round bottom flask equipped with magnetic stirrer, pot thermometer, Y tube, nitrogen inlet tube, reflux condenser and heating mantle, is placed a solution of 0.54 g (0.01 moles) of sodium methoxide dissolved in 3 ml absolute methanol. The reaction mass is maintained at 25°-30° C and a solution of 0.64 g (0.005 moles) of 2,5-dimethyl-3-furan thiol in 3 ml absolute methanol is added to the reaction mass. While maintaining the reaction at 25° C, picolyl chloride hydrochloride (0...